From a dataset of the Open Reaction Database (ORD), a public repository of structured organic reaction records. describe an organic reaction: reactants, conditions, products, and yield Reactants: NC1=C(N(C2=CC(=CC=C2C1=O)Cl)C1=C(C=CC=C1)Cl)C (3-amino-methyl-7-chloro-1-(2-chloro-phenyl)-1H-quinolin-4-one), NC1=C(N(C2=CC(=CC=C2C1=O)Cl)C1=C(C=CC=C1)Cl)C (3-amino-methyl-7-chloro-1-(2-chloro-phenyl)-1H-quinolin-4-one), O1CCN(CC1)C1=NC=C(C(=O)O)C=C1 (6-morpholinonicotinic acid), O-(benzotriazol-1-yl)-N,N,N′,N′-tetramethyluronium hexafluorophosphonate, C(Cl)Cl (Methylene chloride), C(C)(C)N(C(C)C)CC (N,N-diisopropylethylamine). The solvent is C(C)(=O)OCC (ethyl acetate). Conditions: time 8 hour. The product is ClC1=CC=C2C(C(=CN(C2=C1)C1=C(C=CC=C1)Cl)CNC(C1=CC=C(C=C1)N1CCOCC1)=O)=O (N-[7-chloro-1-(2-chloro-phenyl)-4-oxo-1,4-dihydro-quinolin-3-ylmethyl]-4-morpholin-4-yl-benzamide). Isolated yield 57.0%. RXN SMILES: NC1[C:11](=[O:12])[C:10]2[C:5](=[CH:6][C:7]([Cl:13])=[CH:8][CH:9]=2)[N:4]([C:14]2[CH:19]=[CH:18][CH:17]=[CH:16][C:15]=2[Cl:20])[C:3]=1[CH3:21].[O:22]1[CH2:27][CH2:26][N:25]([C:28]2[CH:36]=[CH:35][C:31]([C:32]([OH:34])=O)=[CH:30]N=2)[CH2:24][CH2:23]1.[CH2:37](Cl)Cl.[CH:40]([N:43](CC)C(C)C)(C)C>C(OCC)(=O)C>[Cl:13][C:7]1[CH:6]=[C:5]2[C:10]([C:11](=[O:12])[C:21]([CH2:40][NH:43][C:32](=[O:34])[C:31]3[CH:35]=[CH:36][C:28]([N:25]4[CH2:24][CH2:23][O:22][CH2:27][CH2:26]4)=[CH:37][CH:30]=3)=[CH:3][N:4]2[C:14]2[CH:19]=[CH:18][CH:17]=[CH:16][C:15]=2[Cl:20])=[CH:9][CH:8]=1. Procedure details: While purging with argon, a 25 mL round-bottom flask was charged with 3-amino-methyl-7-chloro-1-(2-chloro-phenyl)-1H-quinolin-4-one (intermediate G) (50 mg, 0.157 mmol), 6-morpholinonicotinic acid (39.1 mg, 0.188 mmol), and O-(benzotriazol-1-yl)-N,N,N′,N′-tetramethyluronium hexafluorophosphonate (HBTU) (71.3 mg, 0.188 mmol). Methylene chloride (5 mL) and N,N-diisopropylethylamine (202 mg, 274 μL, 1.57 mmol) were added, then the reaction mixture was stirred overnight at room temperature. The reac...